This data is from the Open Reaction Database (ORD), a public repository of structured organic reaction records. The task is: describe an organic reaction: reactants, conditions, products, and yield Reactants: ClC1C(OC(CC1=O)(C1CCCC1)CCC1=CC(=C(C=C1)OC)Cl)=O (3-chloro-6-[2-(3-chloro-4-methoxyphenyl)ethyl]-6-cyclopentyldihydro-2H-pyran-2,4(3 H)-dione), CN1C(=NN=C1)S (4-methyl-4H-1,2,4-triazole-3-thiol). Yields the product ClC=1C=C(C=CC1OC)CCC1(CC(=C(C(O1)=O)SC1=NN=CN1C)O)C1CCCC1 (6-[2-(3-chloro-4-methoxyphenyl)ethyl]-6-cyclopentyl-4-hydroxy-3-[(4-methyl-4H-1,2,4-triazol-3-yl)thio]-5,6-dihydro-2H-pyran-2-one). RXN SMILES: Cl[CH:2]1[C:7](=[O:8])[CH2:6][C:5]([CH2:14][CH2:15][C:16]2[CH:21]=[CH:20][C:19]([O:22][CH3:23])=[C:18]([Cl:24])[CH:17]=2)([CH:9]2[CH2:13][CH2:12][CH2:11][CH2:10]2)[O:4][C:3]1=[O:25].[CH3:26][N:27]1[CH:31]=[N:30][N:29]=[C:28]1[SH:32]>>[Cl:24][C:18]1[CH:17]=[C:16]([CH2:15][CH2:14][C:5]2([CH:9]3[CH2:13][CH2:12][CH2:11][CH2:10]3)[O:4][C:3](=[O:25])[C:2]([S:32][C:28]3[N:27]([CH3:26])[CH:31]=[N:30][N:29]=3)=[C:7]([OH:8])[CH2:6]2)[CH:21]=[CH:20][C:19]=1[O:22][CH3:23]. Procedure: The title compound was prepared as described in Example C(70) where 3-chloro-6-[2-(3-chloro-4-methoxyphenyl)ethyl]-6-cyclopentyldihydro-2H-pyran-2,4(3 H)-dione was used in place of 3-chloro-6-[2-(5-chloro-2,4-dimethoxyphenyl)ethyl]6-cyclopentyldihydro-2H-pyran-2,4(3H)-dione and 4-methyl-4H-1,2,4-triazole-3-thiol was used in place of 6-hydroxy-8-mercaptopurine monohydrate. The reactants are C(C1=CC=CC=C1)OC(=O)NCC(=O)N1CC2(SCCS2)C[C@H]1C(=O)OCC (7-(N-benzyloxycarbonylglycyl)-1,4-dithia-7-azaspiro [4.4]nonane-8(S) -carboxylic acid, ethyl ester), [OH-].[Na+] (sodium hydroxide). Product: C(C1=CC=CC=C1)OC(=O)NCC(=O)N1CC2(SCCS2)C[C@H]1C(=O)O (7-(N-benzyloxycarbonylglycyl)-1,4-dithia-7-azaspiro[4.4]nonane-8(S)-carboxylic acid). As a reaction SMILES: [CH2:1]([O:8][C:9]([NH:11][CH2:12][C:13]([N:15]1[C@H:23]([C:24]([O:26]CC)=[O:25])[CH2:22][C:17]2([S:21][CH2:20][CH2:19][S:18]2)[CH2:16]1)=[O:14])=[O:10])[C:2]1[CH:7]=[CH:6][CH:5]=[CH:4][CH:3]=1.[OH-].[Na+]>>[CH2:1]([O:8][C:9]([NH:11][CH2:12][C:13]([N:15]1[C@H:23]([C:24]([OH:26])=[O:25])[CH2:22][C:17]2([S:18][CH2:19][CH2:20][S:21]2)[CH2:16]1)=[O:14])=[O:10])[C:2]1[CH:7]=[CH:6][CH:5]=[CH:4][CH:3]=1 |f:1.2|. Procedure: Hydrolyze 1.43 g of 7-(N-benzyloxycarbonylglycyl)-1,4-dithia-7-azaspiro [4.4]nonane-8(S) -carboxylic acid, ethyl ester (prepared as described in paragraph B next above) with sodium hydroxide as described in Example 23 to obtain 7-(N-benzyloxycarbonylglycyl)-1,4-dithia-7-azaspiro[4.4]nonane-8(S)-carboxylic acid, a colorless oil, [α]D26 -7.9°. Reactants: ClC=1SC(=CC1C(=O)O)C1=CC=CC=C1 (2-chloro-5-phenyl-thiophene-3-carboxylic acid), C(CCl)Cl (EDC), O (Water), O1CCNCCC1 ([1,4]oxazepane). Run in C(Cl)Cl (DCM). Conditions: time 5 minute. Product: ClC=1SC(=CC1C(=O)N1CCOCCC1)C1=CC=CC=C1 ((2-Chloro-5-phenyl-thiophen-3-yl)-[1,4]oxazepan-4-yl-methanone). As a reaction SMILES: [Cl:1][C:2]1[S:3][C:4]([C:10]2[CH:15]=[CH:14][CH:13]=[CH:12][CH:11]=2)=[CH:5][C:6]=1[C:7]([OH:9])=O.C(Cl)CCl.[O:20]1[CH2:26][CH2:25][CH2:24][NH:23][CH2:22][CH2:21]1.O>C(Cl)Cl>[Cl:1][C:2]1[S:3][C:4]([C:10]2[CH:15]=[CH:14][CH:13]=[CH:12][CH:11]=2)=[CH:5][C:6]=1[C:7]([N:23]1[CH2:24][CH2:25][CH2:26][O:20][CH2:21][CH2:22]1)=[O:9]. Procedure details: To a solution of 2-chloro-5-phenyl-thiophene-3-carboxylic acid (1 eq.) in DCM (1 mL/100 mg SM) was added EDC (1.5 eq.). This mixture was stirred at room temperature for 5 minutes and then [1,4]oxazepane (1.2 eq.) was added and the mixture was allowed to stir for 18 hours. Water (1 mL/100 mg SM) was then added and the organic layer separated, dried and evaporated to give the crude product which was purified by column chromatography (EtOAc/iso-hexane). LCMS m/z 322 [M+H]+ R.T.=3.34 mins (Analytica...